Dataset: the Open Reaction Database (ORD), a public repository of structured organic reaction records. Task: describe an organic reaction: reactants, conditions, products, and yield Reactants: Nc1ncnc2c1c(Br)cn2C1COC1, C1COCCO1, CC1(C)OB(c2ccc3c(c2)CCN3C(=O)Cc2cc(F)ccc2F)OC1(C)C, [Na+], O=C([O-])O, c1ccc(P(c2ccccc2)(c2ccccc2)[Pd](P(c2ccccc2)(c2ccccc2)c2ccccc2)(P(c2ccccc2)(c2ccccc2)c2ccccc2)P(c2ccccc2)(c2ccccc2)c2ccccc2)cc1. Product: Nc1ncnc2c1c(-c1ccc3c(c1)CCN3C(=O)Cc1cc(F)ccc1F)cn2C1COC1. As a reaction SMILES: [Br:1][c:2]1[cH:3][n:4]([CH:12]2[CH2:13][O:14][CH2:15]2)[c:5]2[n:6][cH:7][n:8][c:9]([NH2:11])[c:10]12.[CH2:127]1[O:128][CH2:129][CH2:130][O:131][CH2:132]1.[F:16][c:17]1[c:18]([CH2:24][C:25](=[O:26])[N:27]2[CH2:28][CH2:29][c:30]3[cH:31][c:32]([B:36]4[O:37][C:38]([CH3:39])([CH3:40])[C:41]([CH3:42])([CH3:43])[O:44]4)[cH:33][cH:34][c:35]32)[cH:19][c:20]([F:23])[cH:21][cH:22]1.[Na+:49].[O-:45][C:46]([OH:47])=[O:48].[cH:50]1[cH:51][cH:52][c:53]([P:54]([Pd:55]([P:56]([c:57]2[cH:58][cH:59][cH:60][cH:61][cH:62]2)([c:63]2[cH:64][cH:65][cH:66][cH:67][cH:68]2)[c:69]2[cH:70][cH:71][cH:72][cH:73][cH:74]2)([P:75]([c:76]2[cH:77][cH:78][cH:79][cH:80][cH:81]2)([c:82]2[cH:83][cH:84][cH:85][cH:86][cH:87]2)[c:88]2[cH:89][cH:90][cH:91][cH:92][cH:93]2)[P:94]([c:95]2[cH:96][cH:97][cH:98][cH:99][cH:100]2)([c:101]2[cH:102][cH:103][cH:104][cH:105][cH:106]2)[c:107]2[cH:108][cH:109][cH:110][cH:111][cH:112]2)([c:113]2[cH:114][cH:115][cH:116][cH:117][cH:118]2)[c:119]2[cH:120][cH:121][cH:122][cH:123][cH:124]2)[cH:125][cH:126]1>>[c:2]1(-[c:32]2[cH:31][c:30]3[c:35]([cH:34][cH:33]2)[N:27]([C:25]([CH2:24][c:18]2[c:17]([F:16])[cH:22][cH:21][c:20]([F:23])[cH:19]2)=[O:26])[CH2:28][CH2:29]3)[cH:3][n:4]([CH:12]2[CH2:13][O:14][CH2:15]2)[c:5]2[n:6][cH:7][n:8][c:9]([NH2:11])[c:10]12. Starting materials: COc1ccc(C2(c3cccc(Br)c3)COC(N)=N2)cc1, CCCc1cc(CCC)c(-c2ccccc2P(C(C)(C)C)C(C)(C)C)c(CCC)c1, CCOC(C)=O, Cc1ccccc1, CC(C)(C)[O-], COc1cccc(N)c1, [Na+], O=C(C=Cc1ccccc1)C=Cc1ccccc1, O=C(C=Cc1ccccc1)C=Cc1ccccc1, O=C(C=Cc1ccccc1)C=Cc1ccccc1, O, [Pd], [Pd]. Yields the product COc1ccc(C2(c3cccc(Nc4cccc(OC)c4)c3)COC(N)=N2)cc1. RXN SMILES: [Br:1][c:2]1[cH:3][c:4]([C:8]2([c:14]3[cH:15][cH:16][c:17]([O:20][CH3:21])[cH:18][cH:19]3)[N:9]=[C:10]([NH2:13])[O:11][CH2:12]2)[cH:5][cH:6][cH:7]1.[C:28]([P:29]([C:30]([CH3:31])([CH3:32])[CH3:33])[c:34]1[cH:35][cH:36][cH:37][cH:38][c:39]1-[c:40]1[c:41]([CH2:42][CH2:43][CH3:44])[cH:45][c:46]([CH2:47][CH2:48][CH3:49])[cH:50][c:51]1[CH2:52][CH2:53][CH3:54])([CH3:55])([CH3:56])[CH3:57].[CH3:123][CH2:124][O:125][C:126](=[O:127])[CH3:128].[CH3:130][c:131]1[cH:132][cH:133][cH:134][cH:135][cH:136]1.[CH3:22][C:23]([CH3:24])([O-:25])[CH3:26].[CH3:58][O:59][c:60]1[cH:61][c:62]([NH2:63])[cH:64][cH:65][cH:66]1.[Na+:27].[O:105]=[C:106]([CH:107]=[CH:108][c:109]1[cH:110][cH:111][cH:112][cH:113][cH:114]1)[CH:115]=[CH:116][c:117]1[cH:118][cH:119][cH:120][cH:121][cH:122]1.[O:69]=[C:70]([CH:71]=[CH:72][c:73]1[cH:74][cH:75][cH:76][cH:77][cH:78]1)[CH:79]=[CH:80][c:81]1[cH:82][cH:83][cH:84][cH:85][cH:86]1.[O:87]=[C:88]([CH:89]=[CH:90][c:91]1[cH:92][cH:93][cH:94][cH:95][cH:96]1)[CH:97]=[CH:98][c:99]1[cH:100][cH:101][cH:102][cH:103][cH:104]1.[OH2:129].[Pd:67].[Pd:68]>>[c:2]1([NH:63][c:62]2[cH:61][c:60]([O:59][CH3:58])[cH:66][cH:65][cH:64]2)[cH:3][c:4]([C:8]2([c:14]3[cH:15][cH:16][c:17]([O:20][CH3:21])[cH:18][cH:19]3)[N:9]=[C:10]([NH2:13])[O:11][CH2:12]2)[cH:5][cH:6][cH:7]1. Reactants: product, ClCCl (dichloromethane), C1(CCCCC1)N=C=NC1CCCCC1 (dicyclohexylcarbodiimide), CCCCC(=O)O (n-valeric acid). Conditions: temperature 25 celsius, time 24 hour. Yields the product C1(CCCCC1)NC(=O)NC1CCCCC1 (N,N'-dicyclohexylurea). RXN SMILES: ClCCl.[CH:4]1([N:10]=[C:11]=[N:12][CH:13]2[CH2:18][CH2:17][CH2:16][CH2:15][CH2:14]2)[CH2:9][CH2:8][CH2:7][CH2:6][CH2:5]1.CCCCC(O)=[O:24]>>[CH:13]1([NH:12][C:11]([NH:10][CH:4]2[CH2:5][CH2:6][CH2:7][CH2:8][CH2:9]2)=[O:24])[CH2:18][CH2:17][CH2:16][CH2:15][CH2:14]1. Procedure details: To a solution of a 2.5g (7.68 mmol) portion of the product of Example 26 in 40 ml of anhydrous dichloromethane 4.75 g (23 mmol) of dicyclohexylcarbodiimide and 2.88 g (23 mmol) of n-valeric acid were added and the reaction mixture was maintained at 25° C. under intermittent stirring for 24 hours. Then the N,N'-dicyclohexylurea formed as by-product was filtered, the filtrate was evaporated under reduced pressure, the residue was mixed with 2×40 ml of distilled water, decanted and the wet product ... Starting materials: CN(C)C=O, [H-], CCI, O=C1NC(=O)C(=Cc2ccc([N+](=O)[O-])cc2)S1, [Na+], O. Yields the product CCN1C(=O)SC(=Cc2ccc([N+](=O)[O-])cc2)C1=O. As a reaction SMILES: [CH3:18][N:19]([CH3:20])[CH:21]=[O:22].[H-:23].[I:25][CH2:26][CH3:27].[N+:1](=[O:2])([O-:3])[c:4]1[cH:5][cH:6][c:7]([CH:8]=[C:9]2[C:10](=[O:15])[NH:11][C:12](=[O:14])[S:13]2)[cH:16][cH:17]1.[Na+:24].[OH2:28]>>[N+:1](=[O:2])([O-:3])[c:4]1[cH:5][cH:6][c:7]([CH:8]=[C:9]2[C:10](=[O:15])[N:11]([CH2:26][CH3:27])[C:12](=[O:14])[S:13]2)[cH:16][cH:17]1. The reactants are O (water), BrC1=C(C(=CC=C1)[N+](=O)[O-])O (2-Bromo-6-nitrophenol), IC (iodomethane), [H-].[Na+] (NaH). Solvent: CN(C)C=O (DMF). Reaction conditions: time 8 hour. Product: BrC1=C(C(=CC=C1)[N+](=O)[O-])OC (1-Bromo-2-methoxy-3-nitro-benzene). As a reaction SMILES: [Br:1][C:2]1[CH:7]=[CH:6][CH:5]=[C:4]([N+:8]([O-:10])=[O:9])[C:3]=1[OH:11].[H-].[Na+].I[CH3:15].O>CN(C=O)C>[Br:1][C:2]1[CH:7]=[CH:6][CH:5]=[C:4]([N+:8]([O-:10])=[O:9])[C:3]=1[O:11][CH3:15] |f:1.2|. Procedure details: 2-Bromo-6-nitrophenol (5.1 g, 23.4 mmol) was dissolved in DMF (60 mL), then 95% NaH (900 mg, 35.6 mmol) was added in a few portions, followed by the addition of iodomethane (3.0 mL, 6.8 g, 48.5 mmol). The reaction was stirred at room temperature overnight, then heated at 50° C. for 3 hours. The reaction was cooled, poured into water, and the solids filtered off and dried. The product (5.5 g, 100%) was recovered as tan solids. 1H NMR (300 MHz, DMSO-d6) δ 8.02 (dd, J=8.1, 1.7 Hz, 1H), 7.96 (dd, J=... Reactants: C(C1=CC=CC=C1)OC1=C(C=CC=2CCCCC12)CC(CO)O ((±)-3-[1-(benzyloxy)-5,6,7,8-tetrahydronaphthalen-2-yl]propane-1,2-diol), Intermediate 3, [Si](C)(C)(C(C)(C)C)Cl (tert-butyldimethylsilyl chloride), N1C=NC=C1 (imidazole). Yields the product C(C1=CC=CC=C1)OC1=C(C=CC=2CCCCC12)CC(CO[Si](C)(C)C(C)(C)C)O ((±)-1-[1-(benzyloxy)-5,6,7,8-tetrahydronaphthalen-2-yl]-3-{[tert-butyl(dimethyl)silyl]oxy}propan-2-ol). Yield: 60.0%. RXN SMILES: [CH2:1]([O:8][C:9]1[C:18]2[CH2:17][CH2:16][CH2:15][CH2:14][C:13]=2[CH:12]=[CH:11][C:10]=1[CH2:19][CH:20]([OH:23])[CH2:21][OH:22])[C:2]1[CH:7]=[CH:6][CH:5]=[CH:4][CH:3]=1.[Si:24](Cl)([C:27]([CH3:30])([CH3:29])[CH3:28])([CH3:26])[CH3:25].N1C=CN=C1>>[CH2:1]([O:8][C:9]1[C:18]2[CH2:17][CH2:16][CH2:15][CH2:14][C:13]=2[CH:12]=[CH:11][C:10]=1[CH2:19][CH:20]([OH:23])[CH2:21][O:22][Si:24]([C:27]([CH3:30])([CH3:29])[CH3:28])([CH3:26])[CH3:25])[C:2]1[CH:3]=[CH:4][CH:5]=[CH:6][CH:7]=1. Procedure details: Treatment of (±)-3-[1-(benzyloxy)-5,6,7,8-tetrahydronaphthalen-2-yl]propane-1,2-diol (9.6 g, 0.031 mol) with tert-butyldimethylsilyl chloride (4.86 g, 0.032 mol) and imidazole (2.51 g, 0.037 mol) generally according to the procedure described for Intermediate 3 afforded 7.93 g (61%) of (±)-1-[1-(benzyloxy)-5,6,7,8-tetrahydronaphthalen-2-yl]-3-{[tert-butyl(dimethyl)silyl]oxy}propan-2-ol as a colorless oil. Rf=0.63 (silica, ethyl acetate:hexanes 1:3); 1H NMR (DMSO-d6) δH 7.48 (d, 2H); 7.35 (m, 3H)... Starting materials: [H-].[Na+] (sodium hydride), ClC1=NC(=CN=C1)Cl (2,6-dichloropyrazine), C1(=CC=CC=C1)S (thiophenol). Solvent: CN(C=O)C (N,N-dimethylformamide). Conditions: time 3 hour. Product: C1(=CC=CC=C1)SC1=CN=CC(=N1)Cl (6-phenylthio-2-chloropyrazine). RXN SMILES: Cl[C:2]1[CH:7]=[N:6][CH:5]=[C:4]([Cl:8])[N:3]=1.[C:9]1([SH:15])[CH:14]=[CH:13][CH:12]=[CH:11][CH:10]=1.[H-].[Na+]>CN(C)C=O>[C:9]1([S:15][C:2]2[N:3]=[C:4]([Cl:8])[CH:5]=[N:6][CH:7]=2)[CH:14]=[CH:13][CH:12]=[CH:11][CH:10]=1 |f:2.3|. Reported procedure: A mixture of 2,6-dichloropyrazine (0.100 mol) and freshly distilled thiophenol (0.100 mol) in 200 ml. N,N-dimethylformamide is treated with five grams of sodium hydride (50% dispersion in Nujol) gradually with vigorous stirring under nitrogen at room temperature. After 3 hr. the mixture is concentrated in vacuo, and the residue partitioned between water and benzene. The benzene extract is washed with water, dried (anhydrous sodium sulfate), and concentrated in vacuo to an oil which is the crude ...